Dataset: the Open Reaction Database (ORD), a public repository of structured organic reaction records. Task: describe an organic reaction: reactants, conditions, products, and yield Reactants: N[C@@H](CC(=O)N1[C@H](C(=O)NCC2=C(C=CC(=C2)Cl)OCC(=O)NC2CC2)CCC1)CC1=CC=CC=C1 (1-[(3R)-3-amino-4-phenylbutanoyl]-N-{5-chloro-2-[2-(cyclopropylamino)-2-oxoethoxy]benzyl }-L-prolinamide), [H][H] (hydrogen). The reagents and catalysts are [OH-].[OH-].[Pd+2] (Palladium hydroxide on activated charcoal). Solvent: CO (methanol), CO (methanol). Product: N[C@@H](CC(=O)N1[C@H](C(=O)NCC2=C(C=CC=C2)OCC(=O)NC2CC2)CCC1)CC1=CC=CC=C1 (1-[(3R)-3-Amino-4-phenylbutanoyl]-N-{2-[2-(cyclopropylamino)-2-oxoethoxy]benzyl}-L-prolinamide). Isolated yield 71.5%. Reaction SMILES: [NH2:1][C@H:2]([CH2:30][C:31]1[CH:36]=[CH:35][CH:34]=[CH:33][CH:32]=1)[CH2:3][C:4]([N:6]1[CH2:29][CH2:28][CH2:27][C@H:7]1[C:8]([NH:10][CH2:11][C:12]1[CH:17]=[C:16](Cl)[CH:15]=[CH:14][C:13]=1[O:19][CH2:20][C:21]([NH:23][CH:24]1[CH2:26][CH2:25]1)=[O:22])=[O:9])=[O:5].[H][H]>CO.[OH-].[OH-].[Pd+2]>[NH2:1][C@H:2]([CH2:30][C:31]1[CH:32]=[CH:33][CH:34]=[CH:35][CH:36]=1)[CH2:3][C:4]([N:6]1[CH2:29][CH2:28][CH2:27][C@H:7]1[C:8]([NH:10][CH2:11][C:12]1[CH:17]=[CH:16][CH:15]=[CH:14][C:13]=1[O:19][CH2:20][C:21]([NH:23][CH:24]1[CH2:26][CH2:25]1)=[O:22])=[O:9])=[O:5] |f:3.4.5|. Procedure details: Palladium hydroxide on activated charcoal (˜50 mg) was added to a solution of 15 mg of 1-[(3R)-3-amino-4-phenylbutanoyl]-N-{5-chloro-2-[2-(cyclopropylamino)-2-oxoethoxy]benzyl }-L-prolinamide in 1 mL methanol and the mixture was stirred under a balloon of hydrogen for 6 h. The reaction was diluted with methanol, filtered through a pad of Celite, and concentrated in vacuo. Purification using preparative TLC (silica gel, 13.5:1.5:85 methanol:concentrated ammonium hydroxide:methylene chloride) affo... Reactants: NC1=C(OC=2C=C3C(NC(C3=CC2)=O)=O)C=CC=C1 (5-(2-Aminophenoxy)-isoindole-1,3-dione), [OH-].[NH4+] (ammonium hydroxide). Yields the product NC1=C(OC=2C=C(C(C(=O)N)=CC2)C(=O)N)C=CC=C1 (4-(2-Aminophenoxy)phthalamide). As a reaction SMILES: [NH2:1][C:2]1[CH:19]=[CH:18][CH:17]=[CH:16][C:3]=1[O:4][C:5]1[CH:6]=[C:7]2[C:11](=[CH:12][CH:13]=1)[C:10](=[O:14])[NH:9][C:8]2=[O:15].[OH-].[NH4+:21]>>[NH2:1][C:2]1[CH:19]=[CH:18][CH:17]=[CH:16][C:3]=1[O:4][C:5]1[CH:6]=[C:7]([C:8]([NH2:21])=[O:15])[C:11](=[CH:12][CH:13]=1)[C:10]([NH2:9])=[O:14] |f:1.2|. Procedure: 5-(2-Aminophenoxy)-isoindole-1,3-dione (0.1 g, 0.38 mmol) in conc. ammonium hydroxide (aq) was stirred at 60° C. for two hours. The reaction mixture was evaporated in vacuo (cold in order not to make the imide again). The crude mixture was used without any purification. Procedure details: 1-(1-(4-Fluorophenyl)-2-mercapto-4-methyl-1H-imidazol-5-yl)ethanone (60) was prepared in a similar manner as that described for the synthesis of compound 57 using 4-fluoroaniline (2 g, 18 mmol), 3-chloropentane-2,4-dione (2.7 g, 19.8 mmol), potassium thiocyanate (3.5 g, 36 mmol) and acetic acid (10 mL) in acetonitrile (100 mL). The reactants are FC1=CC=C(C=C1)N1C(=NC(=C1C(=O)OCC)C)S (ethyl 1-(4-fluorophenyl)-2-mercapto-4-methyl-1H-imidazole-5-carboxylate), FC1=CC=C(N)C=C1 (4-fluoroaniline), ClC(C(C)=O)C(C)=O (3-chloropentane-2,4-dione), [S-]C#N.[K+] (potassium thiocyanate). The product is FC1=CC=C(C=C1)N1C(=NC(=C1C(C)=O)C)S (1-(1-(4-Fluorophenyl)-2-mercapto-4-methyl-1H-imidazol-5-yl)ethanone). Reaction SMILES: [F:1][C:2]1[CH:7]=[CH:6][C:5]([N:8]2[C:12]([C:13]([O:15]CC)=O)=[C:11]([CH3:18])[N:10]=[C:9]2[SH:19])=[CH:4][CH:3]=1.F[C:21]1C=CC(N)=CC=1.ClC(C(=O)C)C(=O)C.[S-]C#N.[K+]>C(#N)C.C(O)(=O)C>[F:1][C:2]1[CH:3]=[CH:4][C:5]([N:8]2[C:12]([C:13](=[O:15])[CH3:21])=[C:11]([CH3:18])[N:10]=[C:9]2[SH:19])=[CH:6][CH:7]=1 |f:3.4|. Run in C(C)#N (acetonitrile), C(C)(=O)O (acetic acid). The reactants are O=C([O-])[O-], CS(=O)(=O)c1ccc(F)cc1, [Cs+], [Cs+], [Cu]I, CN(C)C=O, COC(=O)c1cc(O)c2c(c1)C(=O)N(CC(C)C)CC2. Product: COC(=O)c1cc(Oc2ccc(S(C)(=O)=O)cc2)c2c(c1)C(=O)N(CC(C)C)CC2. RXN SMILES: [C:32](=[O:33])([O-:34])[O-:35].[CH3:21][S:22](=[O:23])(=[O:24])[c:25]1[cH:26][cH:27][c:28]([F:31])[cH:29][cH:30]1.[Cs+:36].[Cs+:37].[Cu:43][I:44].[O:38]=[CH:39][N:40]([CH3:41])[CH3:42].[OH:1][c:2]1[c:3]2[c:8]([cH:9][c:10]([C:12](=[O:13])[O:14][CH3:15])[cH:11]1)[C:7](=[O:16])[N:6]([CH2:17][CH:18]([CH3:19])[CH3:20])[CH2:5][CH2:4]2>>[O:1]([c:2]1[c:3]2[c:8]([cH:9][c:10]([C:12](=[O:13])[O:14][CH3:15])[cH:11]1)[C:7](=[O:16])[N:6]([CH2:17][CH:18]([CH3:19])[CH3:20])[CH2:5][CH2:4]2)[c:28]1[cH:27][cH:26][c:25]([S:22]([CH3:21])(=[O:23])=[O:24])[cH:30][cH:29]1. The solvent is O1CCCC1 (tetrahydrofuran). Reactants: [OH-].[Na+] (Sodium hydroxide), C(C)(C)(C)OC(=O)NC=1C(=CC(=C(C1)N1C=C(C(C2=CC(=C(C(=C12)C#C[Si](C)(C)C)F)F)=O)C(=O)OCC)F)F (Ethyl 1-(5-tert-butoxycarbonylamino-2,4-difluorophenyl)-6,7-difluoro-8-(trimethylsilylethynyl)-4-oxo-1,4-dihydroquinoline-3-carboxylate), C(CC(O)(C(=O)O)CC(=O)O)(=O)O (citric acid). Yield: 38.7%. Procedure: Ethyl 1-(5-tert-butoxycarbonylamino-2,4-difluorophenyl)-6,7-difluoro-8-(trimethylsilylethynyl)-4-oxo-1,4-dihydroquinoline-3-carboxylate (750 mg) was dissolved in tetrahydrofuran (6 ml). 1N Sodium hydroxide (2 ml) was added to this solution, and the mixture was stirred overnight at room temperature. After the reaction mixture was acidified with citric acid and then extracted with chloroform. An organic layer was dried over anhydrous magnesium sulfate, and the solvent was then distilled off under ... Yields the product C(C)(C)(C)OC(=O)NC=1C(=CC(=C(C1)N1C=C(C(C2=CC(=C(C(=C12)C#C)F)F)=O)C(=O)O)F)F (1-(5-Tert-butoxycarbonylamino-2,4-difluorophenyl)-6,7-difluoro-8-ethynyl-4-oxo-1,4-dihydroquinoline-3-carboxylic Acid). Run at time 8 hour. RXN SMILES: [C:1]([O:5][C:6]([NH:8][C:9]1[C:10]([F:40])=[CH:11][C:12]([F:39])=[C:13]([N:15]2[C:24]3[C:19](=[CH:20][C:21]([F:32])=[C:22]([F:31])[C:23]=3[C:25]#[C:26][Si](C)(C)C)[C:18](=[O:33])[C:17]([C:34]([O:36]CC)=[O:35])=[CH:16]2)[CH:14]=1)=[O:7])([CH3:4])([CH3:3])[CH3:2].[OH-].[Na+].C(O)(=O)CC(CC(O)=O)(C(O)=O)O>O1CCCC1>[C:1]([O:5][C:6]([NH:8][C:9]1[C:10]([F:40])=[CH:11][C:12]([F:39])=[C:13]([N:15]2[C:24]3[C:19](=[CH:20][C:21]([F:32])=[C:22]([F:31])[C:23]=3[C:25]#[CH:26])[C:18](=[O:33])[C:17]([C:34]([OH:36])=[O:35])=[CH:16]2)[CH:14]=1)=[O:7])([CH3:4])([CH3:2])[CH3:3] |f:1.2|. The reactants are O.O.O.O.O.O.O.O.O.O.S(=O)(=O)([O-])[O-].[Na+].[Na+] (sodium sulfate decahydrate), ClC1=C(C=C(C=O)C=C1)[N+](=O)[O-] (4-chloro-3-nitrobenzaldehyde), C(CCC)[Li] (n-butyllithium), BrC1=NC=CC=C1 (2-bromopyridine). The solvent is O1CCCC1 (tetrahydrofuran), O1CCCC1 (tetrahydrofuran), O1CCCC1 (tetrahydrofuran). Conditions: time 30 minute. The product is [N+](=O)([O-])C=1C=C(C=CC1Cl)C(O)C1=NC=CC=C1 (3-nitro-4-chlorophenyl-2-pyridylmethanol), Cl (hydrochloride). Reaction SMILES: C([Li])CCC.Br[C:7]1[CH:12]=[CH:11][CH:10]=[CH:9][N:8]=1.[Cl:13][C:14]1[CH:21]=[CH:20][C:17]([CH:18]=[O:19])=[CH:16][C:15]=1[N+:22]([O-:24])=[O:23].O.O.O.O.O.O.O.O.O.O.S([O-])([O-])(=O)=O.[Na+].[Na+]>O1CCCC1>[N+:22]([C:15]1[CH:16]=[C:17]([CH:18]([C:7]2[CH:12]=[CH:11][CH:10]=[CH:9][N:8]=2)[OH:19])[CH:20]=[CH:21][C:14]=1[Cl:13])([O-:24])=[O:23].[ClH:13] |f:3.4.5.6.7.8.9.10.11.12.13.14.15|. Procedure: A solution of 200 ml. (0.32 mol) of n-butyllithium in 400 ml. of tetrahydrofuran was added to a solution of 48 g. (0.286 mol) of 2-bromopyridine in 120 ml. of tetrahydrofuran under argon cooled to -78° C. over 20 min. After 30 min. the resulting dark orange mixture was transferred under argon into a solution of 50 g. (0.27 mol) of 4-chloro-3-nitrobenzaldehyde in 600 ml. of tetrahydrofuran over a 30 min. period and the resulting dark solution was allowed to warm to room temperature overnight. The... Starting materials: Brc1ccncc1, CCOC(=O)c1nn(C(C)C)c(Sc2cc(Cl)cc(Cl)c2)c1C=O, CC(C)[Mg+], [Cl-], Cl, [Na+], [Na+], O=C([O-])[O-], C1CCOC1, O. Product: CCOC(=O)c1nn(C(C)C)c(Sc2cc(Cl)cc(Cl)c2)c1C(O)c1ccncc1. RXN SMILES: [Br:2][c:3]1[cH:4][cH:5][n:6][cH:7][cH:8]1.[CH2:20]([CH3:21])[O:22][C:23](=[O:24])[c:25]1[n:26][n:27]([CH:41]([CH3:42])[CH3:43])[c:28]([S:32][c:33]2[cH:34][c:35]([Cl:40])[cH:36][c:37]([Cl:39])[cH:38]2)[c:29]1[CH:30]=[O:31].[CH:16]([Mg+:17])([CH3:18])[CH3:19].[Cl-:15].[ClH:1].[Na+:10].[Na+:9].[O-:11][C:12](=[O:13])[O-:14].[O:44]1[CH2:45][CH2:46][CH2:47][CH2:48]1.[OH2:49]>>[c:3]1([CH:30]([c:29]2[c:25]([C:23]([O:22][CH2:20][CH3:21])=[O:24])[n:26][n:27]([CH:41]([CH3:42])[CH3:43])[c:28]2[S:32][c:33]2[cH:34][c:35]([Cl:40])[cH:36][c:37]([Cl:39])[cH:38]2)[OH:31])[cH:4][cH:5][n:6][cH:7][cH:8]1. Reactants: FC1(COC1)C=1C(=CC(=NC1)C(=O)O)O[C@H](C(F)(F)F)C (5-(3-fluorooxetan-3-yl)-4-[(1S)-2,2,2-trifluoro-1-methyl-ethoxy]pyridine-2-carboxylic acid), C1(CC1)CC(C1=NOC(=N1)C)(C)N (2-Cyclopropyl-1-methyl-1-(5-methyl-[1,2,4]oxadiazol-3-yl)-ethylamine). Yields the product C1(CC1)CC(C)(C1=NOC(=N1)C)NC(=O)C1=NC=C(C(=C1)O[C@H](C(F)(F)F)C)C1(COC1)F (N-[1-cyclopropyl-2-(5-methyl-1,2,4-oxadiazol-3-yl)propan-2-yl]-5-(3-fluorooxetan-3-yl)-4-[(2S)-1,1,1-trifluoropropan-2-yl]oxypyridine-2-carboxamide). As a reaction SMILES: [F:1][C:2]1([C:6]2[C:7]([O:15][C@@H:16]([CH3:21])[C:17]([F:20])([F:19])[F:18])=[CH:8][C:9]([C:12](O)=[O:13])=[N:10][CH:11]=2)[CH2:5][O:4][CH2:3]1.[CH:22]1([CH2:25][C:26]([NH2:34])([CH3:33])[C:27]2[N:31]=[C:30]([CH3:32])[O:29][N:28]=2)[CH2:24][CH2:23]1>>[CH:22]1([CH2:25][C:26]([NH:34][C:12]([C:9]2[CH:8]=[C:7]([O:15][C@@H:16]([CH3:21])[C:17]([F:18])([F:20])[F:19])[C:6]([C:2]3([F:1])[CH2:5][O:4][CH2:3]3)=[CH:11][N:10]=2)=[O:13])([C:27]2[N:31]=[C:30]([CH3:32])[O:29][N:28]=2)[CH3:33])[CH2:24][CH2:23]1. Procedure details: The title compound was synthesized in analogy to Example 112e, using 5-(3-fluorooxetan-3-yl)-4-[(1S)-2,2,2-trifluoro-1-methyl-ethoxy]pyridine-2-carboxylic acid (Example 142b) and 2-Cyclopropyl-1-methyl-1-(5-methyl-[1,2,4]oxadiazol-3-yl)-ethylamine (example 66e) as starting materials and isolated (31 mg, 26%); MS (ESI, m/z): 473.5 (M+H+).